From a dataset of the Open Reaction Database (ORD), a public repository of structured organic reaction records. describe an organic reaction: reactants, conditions, products, and yield Starting materials: COC(CBr)OC, O=C([O-])[O-], [K+], [K+], CN(C)C=O, O, Cc1ccc(O)c(C=O)c1. Product: COC(COc1ccc(C)cc1C=O)OC. As a reaction SMILES: [Br:11][CH2:12][CH:13]([O:14][CH3:15])[O:16][CH3:17].[C:18](=[O:19])([O-:20])[O-:21].[K+:22].[K+:23].[O:25]=[CH:26][N:27]([CH3:28])[CH3:29].[OH2:24].[OH:1][c:2]1[c:3]([CH:4]=[O:5])[cH:6][c:7]([CH3:10])[cH:8][cH:9]1>>[O:1]([c:2]1[c:3]([CH:4]=[O:5])[cH:6][c:7]([CH3:10])[cH:8][cH:9]1)[CH2:12][CH:13]([O:14][CH3:15])[O:16][CH3:17]. Starting materials: N#Cc1ccc(C2CCc3cncn32)c(Br)c1, O=C([O-])[O-], COCCOC, CCO, [Cs+], [Cs+], O=C(C=Cc1ccccc1)C=Cc1ccccc1, O=C(C=Cc1ccccc1)C=Cc1ccccc1, O=C(C=Cc1ccccc1)C=Cc1ccccc1, [Pd], [Pd], c1ccc(P(c2ccccc2)c2ccc3ccccc3c2-c2c(P(c3ccccc3)c3ccccc3)ccc3ccccc23)cc1. The product is CCOc1cc(C#N)ccc1C1CCc2cncn21. As a reaction SMILES: [Br:1][c:2]1[cH:3][c:4]([C:5]#[N:6])[cH:7][cH:8][c:9]1[CH:10]1[CH2:11][CH2:12][c:13]2[n:14]1[cH:15][n:16][cH:17]2.[C:64](=[O:65])([O-:66])[O-:67].[CH3:129][O:130][CH2:131][CH2:132][O:133][CH3:134].[CH3:70][CH2:71][OH:72].[Cs+:68].[Cs+:69].[O:111]=[C:112]([CH:113]=[CH:114][c:115]1[cH:116][cH:117][cH:118][cH:119][cH:120]1)[CH:121]=[CH:122][c:123]1[cH:124][cH:125][cH:126][cH:127][cH:128]1.[O:75]=[C:76]([CH:77]=[CH:78][c:79]1[cH:80][cH:81][cH:82][cH:83][cH:84]1)[CH:85]=[CH:86][c:87]1[cH:88][cH:89][cH:90][cH:91][cH:92]1.[O:93]=[C:94]([CH:95]=[CH:96][c:97]1[cH:98][cH:99][cH:100][cH:101][cH:102]1)[CH:103]=[CH:104][c:105]1[cH:106][cH:107][cH:108][cH:109][cH:110]1.[Pd:73].[Pd:74].[cH:18]1[cH:19][cH:20][c:21]([P:22]([c:23]2[cH:24][cH:25][c:26]3[c:27]([cH:28][cH:29][cH:30][cH:31]3)[c:32]2-[c:33]2[c:34]3[c:35]([cH:36][cH:37][cH:38][cH:39]3)[cH:40][cH:41][c:42]2[P:43]([c:44]2[cH:45][cH:46][cH:47][cH:48][cH:49]2)[c:50]2[cH:51][cH:52][cH:53][cH:54][cH:55]2)[c:56]2[cH:57][cH:58][cH:59][cH:60][cH:61]2)[cH:62][cH:63]1>>[c:2]1([O:72][CH2:71][CH3:70])[cH:3][c:4]([C:5]#[N:6])[cH:7][cH:8][c:9]1[CH:10]1[CH2:11][CH2:12][c:13]2[n:14]1[cH:15][n:16][cH:17]2. Starting materials: Cl.ClC1=CC=C(C=C1)NN (4-chlorophenylhydrazine hydrochloride), ClC=1C=C2C(=CN(C2=CC1)CCCC1=CC=CC=C1)CCNC (2-(5-chloro-1-(3-phenylpropyl)-1H-indol-3-yl)-N-methylethanamine), C(C)OC(CCCNC)OCC (4,4-diethoxy-N-methylbutan-1-amine), C(=O)(C(F)(F)F)O (TFA), BrCCCC1=CC=CC=C1 (1-(3-bromopropyl)benzene), ClC1=CC=C(C=C1)N(N)CCCC1=CC=CC=C1 (1-(4-chlorophenyl)-1-(3-phenylpropyl)hydrazine), C=O (formaldehyde). Reagents/catalysts: [Cl-].C(CCC)[N+](CCCC)(CCCC)CCCC (tetra-n-butylammonium chloride). Run in C(C)#N (acetonitrile). Product: ClC=1C=C2C3=C(N(C2=CC1)CCCC1=CC=CC=C1)CN(CC3)C (6-chloro-2,3,4,9-tetrahydro-2-methyl-9-(3-phenylpropyl)-1H-pyrido[3,4-b]indole). As a reaction SMILES: Cl.ClC1C=CC(NN)=CC=1.BrCCCC1C=CC=CC=1.[Cl:21][C:22]1[CH:27]=[CH:26][C:25]([N:28]([CH2:30][CH2:31][CH2:32][C:33]2[CH:38]=[CH:37][CH:36]=[CH:35][CH:34]=2)N)=[CH:24][CH:23]=1.C(OC(OCC)CCCNC)C.ClC1C=C2[C:58](=CC=1)[N:57]([CH2:61][CH2:62][CH2:63][C:64]1[CH:69]=CC=CC=1)C=C2CCNC.C=O.C(O)(C(F)(F)F)=O>[Cl-].C([N+](CCCC)(CCCC)CCCC)CCC.C(#N)C>[Cl:21][C:22]1[CH:27]=[C:26]2[C:25](=[CH:24][CH:23]=1)[N:28]([CH2:30][CH2:31][CH2:32][C:33]1[CH:38]=[CH:37][CH:36]=[CH:35][CH:34]=1)[C:64]1[CH2:69][N:57]([CH3:58])[CH2:61][CH2:62][C:63]2=1 |f:0.1,8.9|. Procedure details: The title compound was prepared by following General Methods 2, 3 and 4 using 4-chlorophenylhydrazine hydrochloride, 1-(3-bromopropyl)benzene, and tetra-n-butylammonium chloride (General Method 2), 1-(4-chlorophenyl)-1-(3-phenylpropyl)hydrazine (Example 9) and 4,4-diethoxy-N-methylbutan-1-amine (General Method 3) and 2-(5-chloro-1-(3-phenylpropyl)-1H-indol-3-yl)-N-methylethanamine (Example 18), formaldehyde and TFA in acetonitrile (General Method 4). Starting materials: C1CCC2=NCCCN2CC1, O=C(Nc1cccc2cnccc12)C(Cl)(Cl)Cl, NCc1ccc(SC(F)(F)F)cc1. The product is O=C(NCc1ccc(SC(F)(F)F)cc1)Nc1cccc2cnccc12. As a reaction SMILES: [CH2:31]1[CH2:32][CH2:33][C:34]2=[N:39][CH2:38][CH2:37][CH2:36][N:35]2[CH2:40][CH2:41]1.[Cl:14][C:15]([C:16](=[O:17])[NH:18][c:19]1[c:20]2[cH:21][cH:22][n:23][cH:24][c:25]2[cH:26][cH:27][cH:28]1)([Cl:29])[Cl:30].[F:1][C:2]([S:3][c:4]1[cH:5][cH:6][c:7]([CH2:8][NH2:9])[cH:10][cH:11]1)([F:12])[F:13]>>[F:1][C:2]([S:3][c:4]1[cH:5][cH:6][c:7]([CH2:8][NH:9][C:16](=[O:17])[NH:18][c:19]2[c:20]3[cH:21][cH:22][n:23][cH:24][c:25]3[cH:26][cH:27][cH:28]2)[cH:10][cH:11]1)([F:12])[F:13]. Starting materials: CCN(C(C)C)C(C)C, ClCCl, O=C(OC(=O)C(F)(F)F)C(F)(F)F, NC(=O)c1cccc(-c2ccc3c(c2)C2(CSC(N)=N2)CC(c2ccccc2)O3)c1. Product: N#Cc1cccc(-c2ccc3c(c2)C2(CSC(N)=N2)CC(c2ccccc2)O3)c1. Reaction SMILES: [CH:31]([N:32]([CH2:33][CH3:34])[CH:35]([CH3:36])[CH3:37])([CH3:38])[CH3:39].[Cl:53][CH2:54][Cl:55].[F:40][C:41]([F:42])([F:43])[C:44]([O:45][C:46](=[O:47])[C:48]([F:49])([F:50])[F:51])=[O:52].[NH2:1][C:2]1=[N:30][C:5]2([CH2:4][S:3]1)[CH2:6][CH:7]([c:24]1[cH:25][cH:26][cH:27][cH:28][cH:29]1)[O:8][c:9]1[cH:10][cH:11][c:12](-[c:15]3[cH:16][c:17]([C:18](=[O:19])[NH2:20])[cH:21][cH:22][cH:23]3)[cH:13][c:14]12>>[NH2:1][C:2]1=[N:30][C:5]2([CH2:4][S:3]1)[CH2:6][CH:7]([c:24]1[cH:25][cH:26][cH:27][cH:28][cH:29]1)[O:8][c:9]1[cH:10][cH:11][c:12](-[c:15]3[cH:16][c:17]([C:18]#[N:20])[cH:21][cH:22][cH:23]3)[cH:13][c:14]12. The reactants are FC(C1=CC(=NC=2N1N=CC2C#C[Si](C)(C)C)C2=CC=C(C=C2)C(F)(F)F)(F)F (7-Trifluoromethyl-5-(4-trifluoromethyl-phenyl)-3-trimethylsilanylethynyl-pyrazolo[1,5-a]-pyrimidine), C(=O)([O-])[O-].[K+].[K+] (K2CO3). The solvent is CO (MeOH), CC(C)(C)OC (TBME), ice water, C1CCOC1 (THF). Conditions: temperature 0 celsius, time 6 hour. Yields the product C(#C)C=1C=NN2C1N=C(C=C2C(F)(F)F)C2=CC=C(C=C2)C(F)(F)F (3-ethynyl-7-trifluoromethyl-5-(4-trifluoromethyl-phenyl)-pyrazolo[-1,5-a]pyrimidine). Yield: 85.5%. As a reaction SMILES: [F:1][C:2]([F:29])([F:28])[C:3]1[N:8]2[N:9]=[CH:10][C:11]([C:12]#[C:13][Si](C)(C)C)=[C:7]2[N:6]=[C:5]([C:18]2[CH:23]=[CH:22][C:21]([C:24]([F:27])([F:26])[F:25])=[CH:20][CH:19]=2)[CH:4]=1.C([O-])([O-])=O.[K+].[K+]>C1COCC1.CO.CC(OC)(C)C>[C:12]([C:11]1[CH:10]=[N:9][N:8]2[C:3]([C:2]([F:1])([F:29])[F:28])=[CH:4][C:5]([C:18]3[CH:23]=[CH:22][C:21]([C:24]([F:27])([F:26])[F:25])=[CH:20][CH:19]=3)=[N:6][C:7]=12)#[CH:13] |f:1.2.3|. Procedure: To a solution of 7-trifluoromethyl-5-(4-trifluoromethyl-phenyl)-3-trimethylsilanylethynyl-pyrazolo[1,5-a]-pyrimidine (Example C.1 step 3a) (13.65 g, ca. 26 mmol) in THF (40 mL) and MeOH (100 mL) at 0° C. was added K2CO3 (362 mg, 10 mol %), and the mixture was stirred at 0° C. for 6 h. Diluted with TBME and ice water, separated phases, washed organic layer with brine, dried over Na2SO4. Removal of the solvent in vacuum left a dark brown solid, which was purified by silica gel column chromatograph...